From a dataset of the Open Reaction Database (ORD), a public repository of structured organic reaction records. describe an organic reaction: reactants, conditions, products, and yield The reactants are Cc1ccc(S(=O)(=O)OCc2noc(C(CCCC3CCCCC3)CC(=O)OC(C)(C)C)n2)cc1, CC(C)(N)CO. The product is CC(C)(CO)NCc1noc(C(CCCC2CCCCC2)CC(=O)OC(C)(C)C)n1. RXN SMILES: [C:1]([CH3:2])([CH3:3])([CH3:4])[O:5][C:6]([CH2:7][CH:8]([CH2:9][CH2:10][CH2:11][CH:12]1[CH2:13][CH2:14][CH2:15][CH2:16][CH2:17]1)[c:18]1[n:19][c:20]([CH2:23][O:24][S:25]([c:26]2[cH:27][cH:28][c:29]([CH3:30])[cH:31][cH:32]2)(=[O:33])=[O:34])[n:21][o:22]1)=[O:35].[NH2:36][C:37]([CH2:38][OH:39])([CH3:40])[CH3:41]>>[C:1]([CH3:2])([CH3:3])([CH3:4])[O:5][C:6]([CH2:7][CH:8]([CH2:9][CH2:10][CH2:11][CH:12]1[CH2:13][CH2:14][CH2:15][CH2:16][CH2:17]1)[c:18]1[n:19][c:20]([CH2:23][NH:36][C:37]([CH2:38][OH:39])([CH3:40])[CH3:41])[n:21][o:22]1)=[O:35]. The reactants are C(CCC)N1C(C(=C(C2=CC=CC=C12)Cl)[N+](=O)[O-])=O (1-n-Butyl-4-chloro-3-nitro-2(1H)-quinolone), CN (methylamine). Run in O1CCCC1 (tetrahydrofuran). Run at time 1 hour. Product: C(CCC)N1C(C(=C(C2=CC=CC=C12)NC)[N+](=O)[O-])=O (1-n-Butyl-4-methylamino-3-nitro-2-(1H)quinolone). Isolated yield 85.7%. Reaction SMILES: [CH2:1]([N:5]1[C:14]2[C:9](=[CH:10][CH:11]=[CH:12][CH:13]=2)[C:8](Cl)=[C:7]([N+:16]([O-:18])=[O:17])[C:6]1=[O:19])[CH2:2][CH2:3][CH3:4].[CH3:20][NH2:21]>O1CCCC1>[CH2:1]([N:5]1[C:14]2[C:9](=[CH:10][CH:11]=[CH:12][CH:13]=2)[C:8]([NH:21][CH3:20])=[C:7]([N+:16]([O-:18])=[O:17])[C:6]1=[O:19])[CH2:2][CH2:3][CH3:4]. Procedure: 11 g (0.039 mole) of Compound d obtained in Reference Example 4 was dissolved in 100 ml of tetrahydrofuran, and 30 ml (0.39 mole) of 40% methylamine was added with ice cooling, followed by stirring at room temperature for one hour. Then, the solvent was evaporated under reduced pressure, and water was added to the residues. The precipitate was collected by filtration and dried, to afford 9.2 g of Compound w (yield: 87%). Reactants: C(C)(=O)OC(C)=O (Acetic anhydride), C(C)(=O)[O-].[K+] (potassium acetate), N(=O)OCCC(C)C (isoamyl nitrite), COC1=C(C(=C(C=C1)NC(C)=O)C)C (N-(4-methoxy-2,3-dimethylphenyl)acetamide), [OH-].[Na+] (sodium hydroxide), Cl (hydrochloric acid). Reagents/catalysts: [Br-].C(CCC)[N+](CCCC)(CCCC)CCCC (tetrabutylammonium bromide). Run in C(C)(=O)OCC (ethyl acetate). Conditions: time 6 hour. Product: COC=1C(=C2C=NNC2=CC1)C (5-methoxy-4-methyl-1H-indazole). The yield is 54.3%. Reaction SMILES: C(OC(=O)C)(=O)C.C([O-])(=O)C.[K+].[N:13](OCCC(C)C)=O.[CH3:21][O:22][C:23]1[CH:28]=[CH:27][C:26]([NH:29]C(=O)C)=[C:25]([CH3:33])[C:24]=1[CH3:34].[OH-].[Na+].Cl>[Br-].C([N+](CCCC)(CCCC)CCCC)CCC.C(OCC)(=O)C>[CH3:21][O:22][C:23]1[C:24]([CH3:34])=[C:25]2[C:26](=[CH:27][CH:28]=1)[NH:29][N:13]=[CH:33]2 |f:1.2,5.6,8.9|. Procedure: Acetic anhydride (1.46 ml, 15.52 mmol), tetrabutylammonium bromide (83 mg, 0.259 mmol), potassium acetate (1.02 g, 10.35 mmol) and isoamyl nitrite (0.904 ml, 6.73 mmol) were added to a solution of N-(4-methoxy-2,3-dimethylphenyl)acetamide (1.0 g, 5.175 mmol) in ethyl acetate (10 ml) at room temperature, and the resulting mixture was refluxed. After 6 hours, the ethyl acetate was distilled off with heating, and a 6M-aqueous sodium hydroxide solution (10.35 ml, 62.1 mmol) was added dropwise to the... Starting materials: CSc1ccc([N+](=O)[O-])cc1, CC#N, Cl[Fe](Cl)Cl, [O-][I+3]([O-])([O-])O, [Na+], [Na+], O=S([O-])([O-])=S. Yields the product CS(=O)c1ccc([N+](=O)[O-])cc1. RXN SMILES: [CH3:1][S:2][c:3]1[cH:4][cH:5][c:6]([N+:9](=[O:10])[O-:11])[cH:7][cH:8]1.[CH3:24][C:25]#[N:26].[Cl:27][Fe:28]([Cl:29])[Cl:30].[I+3:12]([O-:13])([OH:14])([O-:15])[O-:16].[Na+:22].[Na+:23].[S:17]([O-:18])([O-:19])(=[O:20])=[S:21]>>[CH3:1][S:2]([c:3]1[cH:4][cH:5][c:6]([N+:9](=[O:10])[O-:11])[cH:7][cH:8]1)=[O:13]. Starting materials: C(C)NCCO (Ethyl(2-(hydroxy)ethyl)amine), [N+](=O)(O)[O-] (HNO3). The solvent is CCOC(=O)C (EtOAc), CCOC(=O)C (EtOAc), CCCCCC (hexane). Conditions: temperature -10 celsius, time 30 minute. Yields the product [N+](=O)([O-])[O-].C(C)[NH2+]CCO[N+](=O)[O-] (Ethyl(2-(nitrooxy)ethyl)ammonium nitrate). Isolated yield 76.1%. RXN SMILES: [CH2:1]([NH:3][CH2:4][CH2:5][OH:6])[CH3:2].[N+:7]([O-:10])([OH:9])=[O:8]>CCOC(C)=O.CCCCCC>[N+:7]([O-:10])([O-:9])=[O:8].[CH2:1]([NH2+:3][CH2:4][CH2:5][O:6][N+:7]([O-:9])=[O:8])[CH3:2] |f:4.5|. Procedure: Ethyl(2-(hydroxy)ethyl)amine (5 g, 56 mmol) in EtOAc (60 mL) was added drop-wise to a mixture of fuming HNO3 (17.7 g, 11.8 mL, 280 mmol) and Ac20 (45.8 g, 42.3 mL, 448 mmol) at −10° C. The reaction mixture was stirred at −10° C. for 30 minutes and diluted with EtOAc and hexane. The oil layer was separated and dried in high vacuo to give the title compound (8.4 g, 76% yield) as a pale green oil. 1H NMR (300 MHz, d6-DMSO) δ 8.60-8.95 (bs, 2H), 4.84 (m, 2H), 3.37-3.49 (m, 2H), 3.02-3.16 (m, 2H), 1.... The yield is 90.5%. The solvent is O (water), CC(=O)O (AcOH). Run at temperature 80 celsius, time 15 minute. RXN SMILES: [Br:1][C:2]1[CH:7]=[CH:6][C:5](/[CH:8]=[C:9](\[CH2:15][C:16]#[N:17])/[C:10]([O:12][CH2:13][CH3:14])=[O:11])=[C:4]([N+:18]([O-])=O)[CH:3]=1.C([O-])(O)=O.[Na+].CCOC(C)=O>CC(O)=O.O.[Fe]>[NH2:17][C:16]1[CH2:15][C:9]([C:10]([O:12][CH2:13][CH3:14])=[O:11])=[CH:8][C:5]2[CH:6]=[CH:7][C:2]([Br:1])=[CH:3][C:4]=2[N:18]=1 |f:1.2|. Reported procedure: A mixture of (E)-ethyl 3-(4-bromo-2-nitrophenyl)-2-(cyanomethyl)acrylate (20.0 g, 59.0 mmol) in AcOH (380 mL) was heated to 80° C. To this mixture iron (19.8 g, 354 mmol) was added portionwise over 1 h keeping the internal temperature below 100° C. After completion of addition of iron, the reaction mixture was heated for additional 2.5 h at 80-85° C. until the starting material disappeared on HPLC. The reaction mixture was cooled to room temperature and filtered through a GF/F filter packed with... Reagents/catalysts: [Fe] (iron), [Fe] (iron). The product is N/C=1/C\C(=C/C2=C(\N1)C=C(C=C2)Br)\C(=O)OCC ((1E,4E)-ethyl 2-amino-8-bromo-3H-benzo[b]azepine-4-carboxylate). The reactants are CCOC(=O)C (EtOAc), C(=O)(O)[O-].[Na+] (NaHCO3), BrC1=CC(=C(C=C1)/C=C(/C(=O)OCC)\CC#N)[N+](=O)[O-] ((E)-ethyl 3-(4-bromo-2-nitrophenyl)-2-(cyanomethyl)acrylate). The reactants are O1CCC(CC1)COC=1C=C(C(=O)O)C=CC1 (3-(tetrahydro-pyran-4-ylmethoxy)-benzoic acid), NC1C2CC3(CC(CC1C3)C2)O (4-amino-1-hydroxyadamantane). The product is OC12CC3C(C(CC(C1)C3)C2)NC(C2=CC(=CC=C2)OCC2CCOCC2)=O (N-(5-Hydroxy-adamantan-2-yl)-3-(tetrahydro-pyran-4-ylmethoxy)-benzamide). Reaction SMILES: [O:1]1[CH2:6][CH2:5][CH:4]([CH2:7][O:8][C:9]2[CH:10]=[C:11]([CH:15]=[CH:16][CH:17]=2)[C:12]([OH:14])=O)[CH2:3][CH2:2]1.[NH2:18][CH:19]1[CH:26]2[CH2:27][C:22]3([OH:29])[CH2:23][CH:24]([CH2:28][CH:20]1[CH2:21]3)[CH2:25]2>>[OH:29][C:22]12[CH2:27][CH:26]3[CH2:25][CH:24]([CH2:28][CH:20]([CH:19]3[NH:18][C:12](=[O:14])[C:11]3[CH:15]=[CH:16][CH:17]=[C:9]([O:8][CH2:7][CH:4]4[CH2:3][CH2:2][O:1][CH2:6][CH2:5]4)[CH:10]=3)[CH2:21]1)[CH2:23]2. Procedure details: Prepared from 3-(tetrahydro-pyran-4-ylmethoxy)-benzoic acid and 4-amino-1-hydroxyadamantane. LC-MS (m/z): 386 (M+1). Starting materials: O1C(COC=2C=C(NC3=NC=NC(=C3)NC3=CC(=CC=C3)C)C=CC2)C1 (4-[3'-(2,3-epoxypropoxy)anilino]6-(3'-methylanilino) pyrimidine), CN (methylamine). The solvent is C(C)O (ethanol), O (water). Conditions: time 2 day. Product: CNCC(COC=1C=C(NC2=NC=NC(=C2)NC2=CC(=CC=C2)C)C=CC1)O (4-[3'-(3-methylamino-2-hydroxypropoxy)anilino]6-(3'-methylanilino) pyrimidine). Yield: 46.0%. RXN SMILES: [O:1]1[CH2:26][CH:2]1[CH2:3][O:4][C:5]1[CH:6]=[C:7]([CH:23]=[CH:24][CH:25]=1)[NH:8][C:9]1[CH:14]=[C:13]([NH:15][C:16]2[CH:21]=[CH:20][CH:19]=[C:18]([CH3:22])[CH:17]=2)[N:12]=[CH:11][N:10]=1.[CH3:27][NH2:28]>C(O)C.O>[CH3:27][NH:28][CH2:26][CH:2]([OH:1])[CH2:3][O:4][C:5]1[CH:6]=[C:7]([CH:23]=[CH:24][CH:25]=1)[NH:8][C:9]1[CH:14]=[C:13]([NH:15][C:16]2[CH:21]=[CH:20][CH:19]=[C:18]([CH3:22])[CH:17]=2)[N:12]=[CH:11][N:10]=1. Procedure details: Using an analogous reaction procedure to that described in Example 33, a mixture of 4-[3'-(2,3-epoxypropoxy)anilino]6-(3'-methylanilino) pyrimidine and 33% methylamine in ethanol and NHP was stirred over 2 days at room temperature. The reaction mixture was diluted with water and extracted with ethyl acetate. The product so obtained was washed with water and with brine, dried (MgSO4) and evaporated. The residue was recrystallised from a mixture of methylene chloride, methanol and hexane to give 4... Reaction SMILES: [Br:1][c:2]1[cH:3][cH:4][c:5](-[c:8]2[n:9][n:10]3[c:11]([n:12][c:13]([Cl:22])[cH:14][c:15]3[N:16]3[CH2:17][CH2:18][O:19][CH2:20][CH2:21]3)[cH:23]2)[cH:6][cH:7]1.[C:30]([P:31]([C:32]([CH3:33])([CH3:34])[CH3:35])[C:36]([CH3:37])([CH3:38])[CH3:39])([CH3:40])([CH3:41])[CH3:42].[CH3:24][C:25]([CH3:26])([O-:27])[CH3:28].[CH3:56][c:57]1[cH:58][cH:59][cH:60][cH:61][cH:62]1.[CH:101](=[CH:102][C:103]([CH:104]=[CH:105][c:106]1[cH:107][cH:108][cH:109][cH:110][cH:111]1)=[O:112])[c:113]1[cH:114][cH:115][cH:116][cH:117][cH:118]1.[CH:65](=[CH:66][C:67]([CH:68]=[CH:69][c:70]1[cH:71][cH:72][cH:73][cH:74][cH:75]1)=[O:76])[c:77]1[cH:78][cH:79][cH:80][cH:81][cH:82]1.[CH:83](=[CH:84][C:85]([CH:86]=[CH:87][c:88]1[cH:89][cH:90][cH:91][cH:92][cH:93]1)=[O:94])[c:95]1[cH:96][cH:97][cH:98][cH:99][cH:100]1.[N:43]1([C:49](=[O:50])[O:51][C:52]([CH3:53])([CH3:54])[CH3:55])[CH2:44][CH2:45][NH:46][CH2:47][CH2:48]1.[Na+:29].[Pd:63].[Pd:64]>>[c:2]1([N:46]2[CH2:45][CH2:44][N:43]([C:49](=[O:50])[O:51][C:52]([CH3:53])([CH3:54])[CH3:55])[CH2:48][CH2:47]2)[cH:3][cH:4][c:5](-[c:8]2[n:9][n:10]3[c:11]([n:12][c:13]([Cl:22])[cH:14][c:15]3[N:16]3[CH2:17][CH2:18][O:19][CH2:20][CH2:21]3)[cH:23]2)[cH:6][cH:7]1. Starting materials: Clc1cc(N2CCOCC2)n2nc(-c3ccc(Br)cc3)cc2n1, CC(C)(C)P(C(C)(C)C)C(C)(C)C, CC(C)(C)[O-], Cc1ccccc1, O=C(C=Cc1ccccc1)C=Cc1ccccc1, O=C(C=Cc1ccccc1)C=Cc1ccccc1, O=C(C=Cc1ccccc1)C=Cc1ccccc1, CC(C)(C)OC(=O)N1CCNCC1, [Na+], [Pd], [Pd]. The product is CC(C)(C)OC(=O)N1CCN(c2ccc(-c3cc4nc(Cl)cc(N5CCOCC5)n4n3)cc2)CC1. The reactants are CN1CCNCC1, COc1cc2c(=O)n(COC(=O)C(C)(C)C)cnc2cc1OCCCCl. The product is COc1cc2c(=O)n(COC(=O)C(C)(C)C)cnc2cc1OCCCN1CCN(C)CC1. RXN SMILES: [CH3:27][N:28]1[CH2:29][CH2:30][NH:31][CH2:32][CH2:33]1.[Cl:1][CH2:2][CH2:3][CH2:4][O:5][c:6]1[c:7]([O:25][CH3:26])[cH:8][c:9]2[c:10](=[O:24])[n:11]([CH2:16][O:17][C:18]([C:19]([CH3:20])([CH3:21])[CH3:22])=[O:23])[cH:12][n:13][c:14]2[cH:15]1>>[CH2:2]([CH2:3][CH2:4][O:5][c:6]1[c:7]([O:25][CH3:26])[cH:8][c:9]2[c:10](=[O:24])[n:11]([CH2:16][O:17][C:18]([C:19]([CH3:20])([CH3:21])[CH3:22])=[O:23])[cH:12][n:13][c:14]2[cH:15]1)[N:31]1[CH2:30][CH2:29][N:28]([CH3:27])[CH2:33][CH2:32]1.